Dataset: the Open Reaction Database (ORD), a public repository of structured organic reaction records. Task: describe an organic reaction: reactants, conditions, products, and yield Reactants: Cc1cccnc1Br, ClCCl, [Na+], [OH-], O=C(OO)c1cccc(Cl)c1. Yields the product Cc1ccc[n+]([O-])c1Br. Reaction SMILES: [Br:1][c:2]1[n:3][cH:4][cH:5][cH:6][c:7]1[CH3:8].[Cl:22][CH2:23][Cl:24].[Na+:21].[OH-:20].[OH:9][O:10][C:11]([c:12]1[cH:13][c:14]([Cl:15])[cH:16][cH:17][cH:18]1)=[O:19]>>[Br:1][c:2]1[n+:3]([O-:9])[cH:4][cH:5][cH:6][c:7]1[CH3:8].